Dataset: the Open Reaction Database (ORD), a public repository of structured organic reaction records. Task: describe an organic reaction: reactants, conditions, products, and yield Starting materials: C(C)(=O)OCC (ethyl acetate), COC(C1=C(C=CC=C1)CBr)=O (2-bromomethyl-benzoic acid methyl ester), C1(=CC=CC=C1)SC1=CC=C(CN)C=C1 (4-phenylsulfanyl-benzylamine), C(=O)([O-])[O-].[K+].[K+] (K2CO3). Solvent: C1(=CC=CC=C1)C (toluene), CCCCCC (hexane). Run at temperature 100 celsius, time 2 hour. The product is C1(=CC=CC=C1)SC1=CC=C(CN2C(C3=CC=CC=C3C2)=O)C=C1 (2-(4-phenylsulfanyl-benzyl)-2,3-dihydro-isoindol-1-one). The yield is 52.8%. RXN SMILES: CO[C:3](=[O:12])[C:4]1[CH:9]=[CH:8][CH:7]=[CH:6][C:5]=1[CH2:10]Br.[C:13]1([S:19][C:20]2[CH:27]=[CH:26][C:23]([CH2:24][NH2:25])=[CH:22][CH:21]=2)[CH:18]=[CH:17][CH:16]=[CH:15][CH:14]=1.C([O-])([O-])=O.[K+].[K+].C(OCC)(=O)C>C1(C)C=CC=CC=1.CCCCCC>[C:13]1([S:19][C:20]2[CH:27]=[CH:26][C:23]([CH2:24][N:25]3[CH2:10][C:5]4[C:4](=[CH:9][CH:8]=[CH:7][CH:6]=4)[C:3]3=[O:12])=[CH:22][CH:21]=2)[CH:14]=[CH:15][CH:16]=[CH:17][CH:18]=1 |f:2.3.4|. Reported procedure: A mixture of 2-bromomethyl-benzoic acid methyl ester (0.230 g, 1 mmol), 4-phenylsulfanyl-benzylamine (0.215 g, 1 mmol), and K2CO3 (0.230 g, 1.67 mmol) in toluene (6 mL) was heated with stirring at 100° C. for 2 h. Workup and silica gel column chromatography using 30% ethyl acetate in hexane afforded 2-(4-phenylsulfanyl-benzyl)-2,3-dihydro-isoindol-1-one (0.175 g, 53%). 1H NMR (300 MHz, CDCl3): δ (ppm) 4.27 (s, 2H), 4.77 (s, 2H) 7.22-7.49 (m, 12H), 7.88 (d, 1H). GC-MS: m/z 331 (M)+. Product: C=Cc1ccccc1OC(C)C(=O)N1CCCC1. RXN SMILES: [Br-:29].[Br:18][CH:19]([C:20](=[O:21])[N:22]1[CH2:23][CH2:24][CH2:25][CH2:26]1)[CH3:27].[CH3:11][c:12]1[cH:13][cH:14][cH:15][cH:16][cH:17]1.[CH3:30][CH2:31][CH2:32][CH2:33][N+:34]([CH2:35][CH2:36][CH2:37][CH3:38])([CH2:39][CH2:40][CH2:41][CH3:42])[CH2:43][CH2:44][CH2:45][CH3:46].[CH:1](=[CH2:2])[c:3]1[c:4]([O-:9])[cH:5][cH:6][cH:7][cH:8]1.[K+:10].[OH2:28]>>[CH:1](=[CH2:2])[c:3]1[c:4]([O:9][CH:19]([C:20](=[O:21])[N:22]2[CH2:23][CH2:24][CH2:25][CH2:26]2)[CH3:27])[cH:5][cH:6][cH:7][cH:8]1. The reactants are [Br-], CC(Br)C(=O)N1CCCC1, Cc1ccccc1, CCCC[N+](CCCC)(CCCC)CCCC, C=Cc1ccccc1[O-], [K+], O. Reactants: C1(=CC=CC=C1)C1CC2(OCCO2)CCS1 (7-Phenyl-1,4-dioxa-8-thiaspiro[4.5]decane). Solvent: C(C)(=O)O (acetic acid), Cl (hydrochloric acid). Run at time 15 hour. The product is C1(=CC=CC=C1)C1SCCC(C1)=O (2-Phenyltetrahydro-4H-thiopyran-4-one). RXN SMILES: [C:1]1([CH:7]2[S:16][CH2:15][CH2:14][C:9]3(OCC[O:10]3)[CH2:8]2)[CH:6]=[CH:5][CH:4]=[CH:3][CH:2]=1>C(O)(=O)C.Cl>[C:1]1([CH:7]2[CH2:8][C:9](=[O:10])[CH2:14][CH2:15][S:16]2)[CH:2]=[CH:3][CH:4]=[CH:5][CH:6]=1. Procedure details: 7-Phenyl-1,4-dioxa-8-thiaspiro[4.5]decane was dissolved in acetic acid (50 mL) and 2 N aqueous hydrochloric acid (70 mL). After being stirred at room temperature for 15 h, the mixture was extracted with ether (300 mL), and the ether extract washed with water (2×50 mL), 10% aqueous sodium hydroxide (3×50 mL), and finally with water (2×50 mL). The dried (Na2SO4) solution was evaporated, and the residue was crystallized upon standing overnight in ether, giving 3.5 g (21.1% over two steps) of the ti... Starting materials: CC(C)Cn1c(CN(C(=O)[O-])C(C)(C)C)c(-c2ccc(F)cc2)c2cc(OCC(N)=O)ccc2c1=O, CCOC(C)=O, Cl. Yields the product Cl, CC(C)Cn1c(CN)c(-c2ccc(F)cc2)c2cc(OCC(N)=O)ccc2c1=O. RXN SMILES: [C:1]([N:5]([C:2](=[O:3])[O-:4])[CH2:9][c:10]1[n:11]([CH2:33][CH:34]([CH3:35])[CH3:36])[c:12](=[O:32])[c:13]2[cH:14][cH:15][c:16]([O:27][CH2:28][C:29](=[O:30])[NH2:31])[cH:17][c:18]2[c:19]1-[c:20]1[cH:21][cH:22][c:23]([F:26])[cH:24][cH:25]1)([CH3:6])([CH3:7])[CH3:8].[CH3:38][CH2:39][O:40][C:41](=[O:42])[CH3:43].[ClH:37]>>[ClH:37].[NH2:5][CH2:9][c:10]1[n:11]([CH2:33][CH:34]([CH3:35])[CH3:36])[c:12](=[O:32])[c:13]2[cH:14][cH:15][c:16]([O:27][CH2:28][C:29](=[O:30])[NH2:31])[cH:17][c:18]2[c:19]1-[c:20]1[cH:21][cH:22][c:23]([F:26])[cH:24][cH:25]1. Starting materials: COc1ccc(S(=O)(=O)C2(Cc3ccccc3)SC(=O)N(CC(=O)O)C2=O)cc1, NOCc1ccccc1, CN1CCOCC1, CCN=C=NCCCN(C)C, ClCCl, Cl, Cl, On1nnc2ccccc21. The product is COc1ccc(S(=O)(=O)C2(Cc3ccccc3)SC(=O)N(CC(=O)NOCc3ccccc3)C2=O)cc1. Reaction SMILES: [CH2:1]([c:2]1[cH:3][cH:4][cH:5][cH:6][cH:7]1)[C:8]1([S:19](=[O:20])(=[O:21])[c:22]2[cH:23][cH:24][c:25]([O:28][CH3:29])[cH:26][cH:27]2)[C:9](=[O:18])[N:10]([CH2:14][C:15](=[O:16])[OH:17])[C:11](=[O:13])[S:12]1.[CH2:48]([c:49]1[cH:50][cH:51][cH:52][cH:53][cH:54]1)[O:55][NH2:56].[CH3:40][N:41]1[CH2:42][CH2:43][O:44][CH2:45][CH2:46]1.[CH3:58][N:59]([CH3:60])[CH2:61][CH2:62][CH2:63][N:64]=[C:65]=[N:66][CH2:67][CH3:68].[Cl:69][CH2:70][Cl:71].[ClH:47].[ClH:57].[OH:30][n:31]1[c:32]2[cH:33][cH:34][cH:35][cH:36][c:37]2[n:38][n:39]1>>[CH2:1]([c:2]1[cH:3][cH:4][cH:5][cH:6][cH:7]1)[C:8]1([S:19](=[O:20])(=[O:21])[c:22]2[cH:23][cH:24][c:25]([O:28][CH3:29])[cH:26][cH:27]2)[C:9](=[O:18])[N:10]([CH2:14][C:15](=[O:17])[NH:56][O:55][CH2:48][c:49]2[cH:50][cH:51][cH:52][cH:53][cH:54]2)[C:11](=[O:13])[S:12]1.